This data is from the Open Reaction Database (ORD), a public repository of structured organic reaction records. The task is: describe an organic reaction: reactants, conditions, products, and yield Starting materials: O=S(=O)(c1cccc(C#CCCOCCCCCCBr)c1)C1CCCC1, CCOC(C)=O. Product: O=S(=O)(c1cccc(CCCCOCCCCCCBr)c1)C1CCCC1. RXN SMILES: [Br:1][CH2:2][CH2:3][CH2:4][CH2:5][CH2:6][CH2:7][O:8][CH2:9][CH2:10][C:11]#[C:12][c:13]1[cH:14][c:15]([S:19](=[O:20])(=[O:21])[CH:22]2[CH2:23][CH2:24][CH2:25][CH2:26]2)[cH:16][cH:17][cH:18]1.[CH3:27][CH2:28][O:29][C:30]([CH3:31])=[O:32]>>[Br:1][CH2:2][CH2:3][CH2:4][CH2:5][CH2:6][CH2:7][O:8][CH2:9][CH2:10][CH2:11][CH2:12][c:13]1[cH:14][c:15]([S:19](=[O:20])(=[O:21])[CH:22]2[CH2:23][CH2:24][CH2:25][CH2:26]2)[cH:16][cH:17][cH:18]1. The reactants are CN(C(=O)OC(C)(C)C)C(Cc1ccccc1)C(=O)O, CCN=C=NCCCN(C)C, CN(C)C=O, Cl, NCCCO, [Na+], O, On1nnc2ccccc21, O=S(=O)([O-])O. The product is CN(C(=O)OC(C)(C)C)C(Cc1ccccc1)C(=O)NCCCO. RXN SMILES: [C:6]([CH3:7])([CH3:8])([CH3:9])[O:10][C:11](=[O:12])[N:13]([CH:14]([CH2:15][c:16]1[cH:17][cH:18][cH:19][cH:20][cH:21]1)[C:22](=[O:23])[OH:24])[CH3:25].[CH3:38][N:39]([CH3:40])[CH2:41][CH2:42][CH2:43][N:44]=[C:45]=[N:46][CH2:47][CH3:48].[CH3:49][N:50]([CH3:51])[CH:52]=[O:53].[ClH:37].[NH2:1][CH2:2][CH2:3][CH2:4][OH:5].[Na+:59].[OH2:26].[OH:27][n:28]1[c:29]2[cH:30][cH:31][cH:32][cH:33][c:34]2[n:35][n:36]1.[S:54]([O-:55])([OH:56])(=[O:57])=[O:58]>>[NH:1]([CH2:2][CH2:3][CH2:4][OH:5])[C:22]([CH:14]([N:13]([C:11]([O:10][C:6]([CH3:7])([CH3:8])[CH3:9])=[O:12])[CH3:25])[CH2:15][c:16]1[cH:17][cH:18][cH:19][cH:20][cH:21]1)=[O:23]. Reactants: CCO, CCOC(=O)CC(NC(=O)C(C)c1ccc(C)cc1C)c1cccc([N+](=O)[O-])c1, [Na+], O=C([O-])O, Cl[Sn]Cl. Yields the product CCOC(=O)CC(NC(=O)C(C)c1ccc(C)cc1C)c1cccc(N)c1. Reaction SMILES: [CH3:38][CH2:39][OH:40].[CH3:4][CH:5]([C:6](=[O:7])[NH:8][CH:9]([CH2:10][C:11](=[O:12])[O:13][CH2:14][CH3:15])[c:16]1[cH:17][c:18]([N+:22]([O-:23])=[O:24])[cH:19][cH:20][cH:21]1)[c:25]1[cH:26][cH:27][c:28]([CH3:32])[cH:29][c:30]1[CH3:31].[Na+:37].[O-:33][C:34]([OH:35])=[O:36].[Sn:1]([Cl:2])[Cl:3]>>[CH3:4][CH:5]([C:6](=[O:7])[NH:8][CH:9]([CH2:10][C:11](=[O:12])[O:13][CH2:14][CH3:15])[c:16]1[cH:17][c:18]([NH2:22])[cH:19][cH:20][cH:21]1)[c:25]1[cH:26][cH:27][c:28]([CH3:32])[cH:29][c:30]1[CH3:31]. Starting materials: CC(=O)O, CCO, CO, CCOC(C)=O, [Cl-], C[n+]1ccc(Nc2ccc(C(=O)Nc3ccc(Nc4ccnc5ccc(N)cc45)cc3)cc2)cc1, O. Yields the product [Cl-], C[n+]1ccc(Nc2ccc(C(=O)Nc3ccc(Nc4ccnc5ccc([N+](=O)[O-])cc45)cc3)cc2)cc1. RXN SMILES: [C:41]([OH:42])(=[O:43])[CH3:44].[CH3:37][CH2:38][OH:39].[CH3:45][OH:46].[CH3:47][CH2:48][O:49][C:50]([CH3:51])=[O:52].[Cl-:1].[NH2:2][c:3]1[cH:4][c:5]2[c:6]([NH:13][c:14]3[cH:15][cH:16][c:17]([NH:18][C:19](=[O:20])[c:21]4[cH:22][cH:23][c:24]([NH:25][c:26]5[cH:27][cH:28][n+:29]([CH3:32])[cH:30][cH:31]5)[cH:33][cH:34]4)[cH:35][cH:36]3)[cH:7][cH:8][n:9][c:10]2[cH:11][cH:12]1.[OH2:40]>>[Cl-:1].[N+:2]([c:3]1[cH:4][c:5]2[c:6]([NH:13][c:14]3[cH:15][cH:16][c:17]([NH:18][C:19](=[O:20])[c:21]4[cH:22][cH:23][c:24]([NH:25][c:26]5[cH:27][cH:28][n+:29]([CH3:32])[cH:30][cH:31]5)[cH:33][cH:34]4)[cH:35][cH:36]3)[cH:7][cH:8][n:9][c:10]2[cH:11][cH:12]1)(=[O:40])[O-:46].